The task is: describe an organic reaction: reactants, conditions, products, and yield. This data is from the Open Reaction Database (ORD), a public repository of structured organic reaction records. The reactants are C1CCOC1, Clc1ccc(-c2cc3nnc(Cl)n3nc2-c2ccccc2Cl)cc1, [Na], OC1CCCCC1. As a reaction SMILES: [CH2:33]1[O:34][CH2:35][CH2:36][CH2:37]1.[Cl:9][c:10]1[n:11][n:12][c:13]2[n:14]1[n:15][c:16](-[c:26]1[c:27]([Cl:32])[cH:28][cH:29][cH:30][cH:31]1)[c:17](-[c:19]1[cH:20][cH:21][c:22]([Cl:25])[cH:23][cH:24]1)[cH:18]2.[Na:8].[OH:1][CH:2]1[CH2:3][CH2:4][CH2:5][CH2:6][CH2:7]1>>[O:1]([CH:2]1[CH2:3][CH2:4][CH2:5][CH2:6][CH2:7]1)[c:10]1[n:11][n:12][c:13]2[n:14]1[n:15][c:16](-[c:26]1[c:27]([Cl:32])[cH:28][cH:29][cH:30][cH:31]1)[c:17](-[c:19]1[cH:20][cH:21][c:22]([Cl:25])[cH:23][cH:24]1)[cH:18]2. The product is Clc1ccc(-c2cc3nnc(OC4CCCCC4)n3nc2-c2ccccc2Cl)cc1. Reactants: CC#N, Cl, CC(C(=O)N1CCN(c2ccc(S(=O)(=O)Cl)cc2)CC1)N1CCCc2cc(F)ccc21, [NH4+], [OH-]. The product is CC(C(=O)N1CCN(c2ccc(S(N)(=O)=O)cc2)CC1)N1CCCc2cc(F)ccc21. RXN SMILES: [CH3:35][C:36]#[N:37].[ClH:34].[F:3][c:4]1[cH:5][c:6]2[c:11]([cH:12][cH:13]1)[N:10]([CH:14]([C:15](=[O:16])[N:17]1[CH2:18][CH2:19][N:20]([c:23]3[cH:24][cH:25][c:26]([S:29](=[O:30])(=[O:31])[Cl:32])[cH:27][cH:28]3)[CH2:21][CH2:22]1)[CH3:33])[CH2:9][CH2:8][CH2:7]2.[NH4+:1].[OH-:2]>>[NH2:1][S:29]([c:26]1[cH:25][cH:24][c:23]([N:20]2[CH2:19][CH2:18][N:17]([C:15]([CH:14]([N:10]3[CH2:9][CH2:8][CH2:7][c:6]4[cH:5][c:4]([F:3])[cH:13][cH:12][c:11]43)[CH3:33])=[O:16])[CH2:22][CH2:21]2)[cH:28][cH:27]1)(=[O:30])=[O:31]. Starting materials: CO (Methanol), COC=1C=C(C=CC1OC)C1=NC(=NC2=CC(=C(C=C12)OC)OC)CC(=O)OC (methyl 4-(3,4-dimethoxyphenyl)-6,7-dimethoxyquinazoline-2-acetate), [BH4-].[Na+] (sodium borohydride), O1CCCC1 (tetrahydrofuran). The solvent is O (water). Yields the product COC=1C=C(C=CC1OC)C1=NC(=NC2=CC(=C(C=C12)OC)OC)CCO (4-(3,4-dimethoxyphenyl)-2-(2-hydroxyethyl)-6,7-dimethoxyquinazoline). Isolated yield 80.7%. As a reaction SMILES: CO.[CH3:3][O:4][C:5]1[CH:6]=[C:7]([C:13]2[C:22]3[C:17](=[CH:18][C:19]([O:25][CH3:26])=[C:20]([O:23][CH3:24])[CH:21]=3)[N:16]=[C:15]([CH2:27][C:28](OC)=[O:29])[N:14]=2)[CH:8]=[CH:9][C:10]=1[O:11][CH3:12].[BH4-].[Na+].O1CCCC1>O>[CH3:3][O:4][C:5]1[CH:6]=[C:7]([C:13]2[C:22]3[C:17](=[CH:18][C:19]([O:25][CH3:26])=[C:20]([O:23][CH3:24])[CH:21]=3)[N:16]=[C:15]([CH2:27][CH2:28][OH:29])[N:14]=2)[CH:8]=[CH:9][C:10]=1[O:11][CH3:12] |f:2.3|. Procedure: Methanol (15 ml) was added dropwise to a mixture of methyl 4-(3,4-dimethoxyphenyl)-6,7-dimethoxyquinazoline-2-acetate (4.0 g), sodium borohydride (1.9 g) and tetrahydrofuran (80 ml) under reflux. The mixture was stirred under reflux for 2 hours, and then poured into water, and extracted with ethyl acetate. The ethyl acetate layer was washed with water and dried over magnesium sulfate. Evaporation of the solvent gave 4-(3,4-dimethoxyphenyl)-2-(2-hydroxyethyl)-6,7-dimethoxyquinazoline (3.0 g, 81%)... Starting materials: CC=1N(C2=NC(=CC(=C2N1)NCC1=CC=CC=C1)C)C1=C(C=C(C=C1C)C)C ([2,5-dimethyl-3-(2,4,6-trimethylphenyl)imidazolo[5,4-b]pyridin-7-yl]benzylamine). The reagents and catalysts are [OH-].[Pd+2].[OH-] (palladium hydroxide). Solvent: C(C)(=O)O (acetic acid). Conditions: time 20 hour. Product: CC1=CC(=C2C(=N1)N(C=N2)C2=C(C=C(C=C2C)C)C)N (5-methyl-3-(2,4,6-trimethylphenyl)imidazolo[5,4-b]pyridin-7-ylamine). RXN SMILES: C[C:2]1[N:3]([C:20]2[C:25]([CH3:26])=[CH:24][C:23]([CH3:27])=[CH:22][C:21]=2[CH3:28])[C:4]2[C:9]([N:10]=1)=[C:8]([NH:11]CC1C=CC=CC=1)[CH:7]=[C:6]([CH3:19])[N:5]=2>C(O)(=O)C.[OH-].[Pd+2].[OH-]>[CH3:19][C:6]1[N:5]=[C:4]2[N:3]([C:20]3[C:21]([CH3:28])=[CH:22][C:23]([CH3:27])=[CH:24][C:25]=3[CH3:26])[CH:2]=[N:10][C:9]2=[C:8]([NH2:11])[CH:7]=1 |f:2.3.4|. Procedure: Add palladium hydroxide (0,05 g) to a solution of [2,5-dimethyl-3-(2,4,6-trimethylphenyl)imidazolo[5,4-b]pyridin-7-yl]benzylamine (0.15 g, 0.42 mmol) in acetic acid (10 mL). Hydrogenate the mixture at a pressure of 50 psi for 20 hr. Filter the reaction mixture through celite, evaporate to dryness under reduced pressure, dilute with EtOAc and successively wash with aq NaHCO3 and aq NaCl. Dry the organic layer over Na2SO4, filter, and concentrate. Purify by flash column chromatography (3% MeOH in ...